Dataset: the Open Reaction Database (ORD), a public repository of structured organic reaction records. Task: describe an organic reaction: reactants, conditions, products, and yield The reactants are O=C([O-])[O-], CCC1C(=O)NC1CCOC(C)=O, CC(=O)O, CO, [K+], [K+]. Yields the product CCC1C(=O)NC1CCO. Reaction SMILES: [C:14](=[O:15])([O-:16])[O-:17].[C:1](=[O:2])([CH3:3])[O:4][CH2:5][CH2:6][CH:7]1[CH:8]([CH2:12][CH3:13])[C:9](=[O:11])[NH:10]1.[CH3:20][C:21](=[O:22])[OH:23].[CH3:24][OH:25].[K+:18].[K+:19]>>[OH:4][CH2:5][CH2:6][CH:7]1[CH:8]([CH2:12][CH3:13])[C:9](=[O:11])[NH:10]1. Reactants: [H-].[Na+] (sodium hydride), ONC(C1=CC=CC=2CCN(CCC21)C(=O)OC(C)(C)C)=N (1,1-dimethylethyl 6-[(hydroxyamino)(imino)methyl]-1,2,4,5-tetrahydro-3H-3-benzazepine-3-carboxylate), ClC=1C=C(C(=O)OC)C=CC1OC(C)C (methyl 3-chloro-4-[(1-methylethyl)oxy]benzoate). The solvent is C1CCOC1 (THF). Yields the product ClC=1C=C(C=CC1OC(C)C)C1=NC(=NO1)C1=CC=CC=2CCN(CCC21)C(=O)OC(C)(C)C (1,1-Dimethylethyl 6-(5-{3-chloro-4-[(1-methylethyl)oxy]phenyl}-1,2,4-oxadiazol-3-yl)-1,2,4,5-tetrahydro-3H-3-benzazepine-3-carboxylate). Reaction SMILES: [OH:1][NH:2][C:3](=[NH:22])[C:4]1[C:14]2[CH2:13][CH2:12][N:11]([C:15]([O:17][C:18]([CH3:21])([CH3:20])[CH3:19])=[O:16])[CH2:10][CH2:9][C:8]=2[CH:7]=[CH:6][CH:5]=1.[H-].[Na+].[Cl:25][C:26]1[CH:27]=[C:28]([CH:33]=[CH:34][C:35]=1[O:36][CH:37]([CH3:39])[CH3:38])[C:29](OC)=O>C1COCC1>[Cl:25][C:26]1[CH:27]=[C:28]([C:29]2[O:1][N:2]=[C:3]([C:4]3[C:14]4[CH2:13][CH2:12][N:11]([C:15]([O:17][C:18]([CH3:19])([CH3:21])[CH3:20])=[O:16])[CH2:10][CH2:9][C:8]=4[CH:7]=[CH:6][CH:5]=3)[N:22]=2)[CH:33]=[CH:34][C:35]=1[O:36][CH:37]([CH3:38])[CH3:39] |f:1.2|. Procedure: 1,1-dimethylethyl 6-[(hydroxyamino)(imino)methyl]-1,2,4,5-tetrahydro-3H-3-benzazepine-3-carboxylate (Preparation 15) (170 mg, 0.557 mmol) was dissolved in THF (30 ml) and stirred with sodium hydride (24.49 mg, 0.612 mmol) under argon at room temperature for 30 minutes. Then methyl 3-chloro-4-[(1-methylethyl)oxy]benzoate (may be prepared as described in WO2005058848) (191 mg, 0.835 mmol) was added and the reaction heated at reflux temperature for 1.5 hours. The cooled reaction was evaporated and ... The reactants are CN1CC2=C(N(C=3C=CC(=CC23)C)CCN)CC1 (2-(1,2,3,4-tetrahydro-2,8-dimethylpyrido[4,3-b]indol-5-yl)ethanamine), C1(CCCCC1)C(=O)O (cyclohexane carboxylic acid), C1(CCCCC1)N=C=NC1CCCCC1 (N,N′-dicyclohexylcarbodiimide). The reagents and catalysts are CN(C1=CC=NC=C1)C (4-dimethylaminopyridine). Run in ClCCl (dichloromethane). Run at time 3 hour. Product: CN1CC2=C(N(C=3C=CC(=CC23)C)CCNC(=O)C2CCCCC2)CC1 (N-(2-(1,2,3,4-tetrahydro-2,8-dimethylpyrido[4,3-b]indol-5-yl)ethyl)cyclohexanecarboxamide). Isolated yield 6.9%. As a reaction SMILES: [CH3:1][N:2]1[CH2:18][CH2:17][C:5]2[N:6]([CH2:14][CH2:15][NH2:16])[C:7]3[CH:8]=[CH:9][C:10]([CH3:13])=[CH:11][C:12]=3[C:4]=2[CH2:3]1.[CH:19]1([C:25](O)=[O:26])[CH2:24][CH2:23][CH2:22][CH2:21][CH2:20]1.C1(N=C=NC2CCCCC2)CCCCC1>CN(C)C1C=CN=CC=1.ClCCl>[CH3:1][N:2]1[CH2:18][CH2:17][C:5]2[N:6]([CH2:14][CH2:15][NH:16][C:25]([CH:19]3[CH2:24][CH2:23][CH2:22][CH2:21][CH2:20]3)=[O:26])[C:7]3[CH:8]=[CH:9][C:10]([CH3:13])=[CH:11][C:12]=3[C:4]=2[CH2:3]1. Reported procedure: A mixture of 2-(1,2,3,4-tetrahydro-2,8-dimethylpyrido[4,3-b]indol-5-yl)ethanamine (100 mg, 0.41 mmol), cyclohexane carboxylic acid (52 mg, 0.41 mmol), N,N′-dicyclohexylcarbodiimide (93 mg, 0.45 mmol) and 4-dimethylaminopyridine (55 mg, 0.45 mmol) in dry dichloromethane (2.5 ml) were stirred at room temperature for 3 h. The reaction mixture was filtered through Celite and concentrated using rotary evaporator to afford 10 mg of N-(2-(1,2,3,4-tetrahydro-2,8-dimethylpyrido[4,3-b]indol-5-yl)ethyl)cyc... Reactants: ClCCl, Clc1ccc2c(c1)C(c1ccccc1Cl)=NCCN2, O=C(CCl)N=C=S. Reaction SMILES: [CH2:27]([Cl:28])[Cl:29].[Cl:1][c:2]1[cH:3][cH:4][c:5]2[c:6]([cH:19]1)[C:7]([c:12]1[c:13]([Cl:18])[cH:14][cH:15][cH:16][cH:17]1)=[N:8][CH2:9][CH2:10][NH:11]2.[Cl:20][CH2:21][C:22](=[O:23])[N:24]=[C:25]=[S:26]>>[Cl:1][c:2]1[cH:3][cH:4][c:5]2[c:6]([cH:19]1)[C:7]([c:12]1[c:13]([Cl:18])[cH:14][cH:15][cH:16][cH:17]1)=[N:8][CH2:9][CH2:10][N:11]2[C:25]([NH:24][C:22]([CH2:21][Cl:20])=[O:23])=[S:26]. Yields the product O=C(CCl)NC(=S)N1CCN=C(c2ccccc2Cl)c2cc(Cl)ccc21. The reactants are OC(C[N+](C)(C)C)CC([O-])=O (carnitine), Cl.O[C@@H](C[N+](C)(C)C)CC([O-])=O (L-carnitine hydrochloride). Yields the product C[N+](C)(C)CC(=O)CC(=O)O.[Cl-] (dehydrocarnitine hydrochloride). Yield: 57.0%. Reaction SMILES: [OH:1][CH:2]([CH2:8][C:9](=[O:11])[O-:10])[CH2:3][N+:4]([CH3:7])([CH3:6])[CH3:5].[ClH:12].O[C@H](CC(=O)[O-])C[N+](C)(C)C>>[CH3:5][N+:4]([CH2:3][C:2]([CH2:8][C:9]([OH:11])=[O:10])=[O:1])([CH3:6])[CH3:7].[Cl-:12] |f:1.2,3.4|. Procedure details: The reaction product was passed through a column of cation exchange resin Dowex AG 50W-X8 of 20×200 mm. This column had been previously brought to the H+ form by washing with 350 ml of 10% HCl and then with 500 ml of water. After introduction of the sample, the column was washed with 400 ml of water and then eluted with a 1-normal ammonia solution. The fraction discharged from the column between 150 ml and 225 ml, after the beginning of the elution with ammonia, was collected. By carnitine acety... Reactants: CN1CCC(CC1)=O (1-methyl-4-piperidone), C(C1=CC=CC=C1)=O (benzaldehyde), Cl (hydrogen chloride). Solvent: C(C)O (ethanol). Reaction conditions: time 16 hour. The product is Cl.C(C1=CC=CC=C1)=C1CN(CC(C1=O)=CC1=CC=CC=C1)C (3,5-dibenzylidene-1-methyl-4-piperidone, hydrochloride). As a reaction SMILES: [CH3:1][N:2]1[CH2:7][CH2:6][C:5](=[O:8])[CH2:4][CH2:3]1.[CH:9](=O)[C:10]1[CH:15]=[CH:14][CH:13]=[CH:12][CH:11]=1.[ClH:17]>C(O)C>[ClH:17].[CH:9](=[C:4]1[C:5](=[O:8])[C:6](=[CH:9][C:10]2[CH:15]=[CH:14][CH:13]=[CH:12][CH:11]=2)[CH2:7][N:2]([CH3:1])[CH2:3]1)[C:10]1[CH:15]=[CH:14][CH:13]=[CH:12][CH:11]=1 |f:4.5|. Procedure: A solution of 57.0 g of 1-methyl-4-piperidone and 106.0 g of benzaldehyde in 400 ml of ethanol is cooled in an ice-bath and treated with hydrogen chloride gas until 250 g is absorbed. The solution is allowed to stand at room temperature for about 16 hours. The resulting solution is seeded, allowed to stand for about 16 hours at room temperature and the crystalline solid filtered on a sintered-glass funnel and washed with cold ethanol and then with ether. After drying in a desiccator, the solid (... Starting materials: C(C)(C)(C)C=1N=C(SC1)C=1OC2=C(C1)C=C(C=C2)C(=O)N2C=C(C1=CC=CC=C21)C(=O)OCC2=CC=CC=C2 (benzyl 1-{[2-(4-tert-butylthiazol-2-yl)benzofuran-5-yl]carbonyl}indole-3-carboxylate), Pd--C. The solvent is O1CCCC1 (tetrahydrofuran). Yields the product C(C)(C)(C)C=1N=C(SC1)C=1OC2=C(C1)C=C(C=C2)C(=O)N2C=C(C1=CC=CC=C21)C(=O)O (1-{[2-(4-tert-butylthiazol-2-yl)benzofuran-5-yl]carbonyl}indole-3-carboxylic acid). Yield: 83.7%. RXN SMILES: [C:1]([C:5]1[N:6]=[C:7]([C:10]2[O:11][C:12]3[CH:18]=[CH:17][C:16]([C:19]([N:21]4[C:29]5[C:24](=[CH:25][CH:26]=[CH:27][CH:28]=5)[C:23]([C:30]([O:32]CC5C=CC=CC=5)=[O:31])=[CH:22]4)=[O:20])=[CH:15][C:13]=3[CH:14]=2)[S:8][CH:9]=1)([CH3:4])([CH3:3])[CH3:2]>O1CCCC1>[C:1]([C:5]1[N:6]=[C:7]([C:10]2[O:11][C:12]3[CH:18]=[CH:17][C:16]([C:19]([N:21]4[C:29]5[C:24](=[CH:25][CH:26]=[CH:27][CH:28]=5)[C:23]([C:30]([OH:32])=[O:31])=[CH:22]4)=[O:20])=[CH:15][C:13]=3[CH:14]=2)[S:8][CH:9]=1)([CH3:4])([CH3:2])[CH3:3]. Reported procedure: A solution of benzyl 1-{[2-(4-tert-butylthiazol-2-yl)benzofuran-5-yl]carbonyl}indole-3-carboxylate (107 mg) in tetrahydrofuran (4 ml) was hydrogenated over 10% Pd--C (22 mg) at room temperature under atmospheric pressure. After removal of the catalyst by filtration, the filtrate was concentrated under reduced pressure to give 1-{[2-(4-tert-butylthiazol-2-yl)benzofuran-5-yl]carbonyl}indole-3-carboxylic acid (74.5 mg). Starting materials: CC(=CC(=O)O)C (3,3-dimethylacrylic acid), CCC(C)CO (DL-2-methyl-1-butanol), CC1=CC=CC=C1 (para-toluene), O (H2O). Run in CCCCCCC (heptane). Yields the product CC(=CC(=O)OCC(CC)C)C (2-Methylbutyl 3-methylbutenoate). Isolated yield 90.5%. As a reaction SMILES: [CH3:1][C:2]([CH3:7])=[CH:3][C:4]([OH:6])=[O:5].[CH3:8][CH2:9][CH:10]([CH2:12]O)[CH3:11].CC1C=CC=CC=1.O>CCCCCCC>[CH3:1][C:2]([CH3:7])=[CH:3][C:4]([O:6][CH2:11][CH:10]([CH3:12])[CH2:9][CH3:8])=[O:5]. Reported procedure: At room temperature under nitrogen in a 500 ml flask, a mixture of 87.3 g of 3,3-dimethylacrylic acid (0.85 mol) and 134.7 g of DL-2-methyl-1-butanol (1.50 mol, 1.75 eq.) and 4.25 g of para-toluene suflonic acid monohydrate (0.024 mol, 0.026 eq.) was treated with 100 ml heptane and then heated at reflux at 90° C. for 14 hours while 15.4 ml (0.85 mol) of H2O was collected in a Dean-Stark trap. The result was an orange solution. The solution was extracted with MTBE/brine (2×350 ml/200 ml brine). T... Starting materials: CC1=C(N=CC2=CC=CC=C12)N(S(=O)(=O)C1=CC=C(C(=O)OCC)C=C1)CC1=CC=C(C=C1)OC(F)(F)F (ethyl 4-({(4-methylisoquinolin-3-yl)[4-(trifluoromethoxy)benzyl]-amino}sulfonyl)benzoate), [OH-].[Na+] (sodium hydroxide). Run in C(C)O (ethanol). The product is CC1=C(N=CC2=CC=CC=C12)N(S(=O)(=O)C1=CC=C(C(=O)[O-])C=C1)CC1=CC=C(C=C1)OC(F)(F)F.[Na+] (sodium 4-({(4-methylisoquinolin-3-yl)[4-(trifluoromethoxy)benzyl]amino}sulfonyl)benzoate). The yield is 97.4%. RXN SMILES: [CH3:1][C:2]1[C:11]2[C:6](=[CH:7][CH:8]=[CH:9][CH:10]=2)[CH:5]=[N:4][C:3]=1[N:12]([CH2:27][C:28]1[CH:33]=[CH:32][C:31]([O:34][C:35]([F:38])([F:37])[F:36])=[CH:30][CH:29]=1)[S:13]([C:16]1[CH:26]=[CH:25][C:19]([C:20]([O:22]CC)=[O:21])=[CH:18][CH:17]=1)(=[O:15])=[O:14].[OH-].[Na+:40]>C(O)C>[CH3:1][C:2]1[C:11]2[C:6](=[CH:7][CH:8]=[CH:9][CH:10]=2)[CH:5]=[N:4][C:3]=1[N:12]([CH2:27][C:28]1[CH:29]=[CH:30][C:31]([O:34][C:35]([F:38])([F:36])[F:37])=[CH:32][CH:33]=1)[S:13]([C:16]1[CH:17]=[CH:18][C:19]([C:20]([O-:22])=[O:21])=[CH:25][CH:26]=1)(=[O:15])=[O:14].[Na+:40] |f:1.2,4.5|. Reported procedure: A suspension of ethyl 4-({(4-methylisoquinolin-3-yl)[4-(trifluoromethoxy)benzyl]-amino}sulfonyl)benzoate (1.11 g, 2.04 mmol) prepared in Example 1 and 2 mol/L aqueous sodium hydroxide solution (1.02 ml, 2.04 mmol) in ethanol (20.4 ml) was heated to reflux for 1 hour. The reaction solution was concentrated under reduced pressure, and the resulting residue is washed with diethyl ether and pentane to give sodium 4-({(4-methylisoquinolin-3-yl)[4-(trifluoromethoxy)benzyl]amino}sulfonyl)benzoate (1.07...